From a dataset of the Open Reaction Database (ORD), a public repository of structured organic reaction records. describe an organic reaction: reactants, conditions, products, and yield Reactants: S(=O)(=O)([O-])OOS(=O)(=O)[O-].[NH4+].[NH4+] (ammonium persulfate), C(C=C)(=O)OCC(C)O (2-hydroxypropyl acrylate), [OH-].[Na+] (sodium hydroxide), C(C=C)(=O)O (acrylic acid), C(C=C)(=O)N (acrylamide), S(=O)(=O)(OCCCCCCCCCCCC)[O-].[Na+] (sodium lauryl sulfate). The solvent is CO (methanol), CC(=O)C (acetone). Conditions: time 3 hour. Yields the product C(C=C)(=O)[O-].[Na+].C(C=C)(=O)OCC(C)O (sodium acrylate 2-hydroxypropyl acrylate), C(C=C)(=O)N (acrylamide). RXN SMILES: [C:1]([OH:5])(=[O:4])[CH:2]=[CH2:3].[C:6]([NH2:10])(=[O:9])[CH:7]=[CH2:8].[C:11]([O:15][CH2:16][CH:17]([OH:19])[CH3:18])(=[O:14])[CH:12]=[CH2:13].S(OOS([O-])(=O)=O)([O-])(=O)=O.[NH4+].[NH4+].S([O-])(OCCCCCCCCCCCC)(=O)=O.[Na+:49].[OH-].[Na+]>CO.CC(C)=O>[C:1]([O-:5])(=[O:4])[CH:2]=[CH2:3].[Na+:49].[C:11]([O:15][CH2:16][CH:17]([OH:19])[CH3:18])(=[O:14])[CH:12]=[CH2:13].[C:6]([NH2:10])(=[O:9])[CH:7]=[CH2:8] |f:3.4.5,6.7,8.9,12.13.14|. Reported procedure: A terpolymer of sodium acrylate-2-hydroxypropyl acrylate and acrylamide was prepared utilizing an emulsion polymerization process. The mole ratios of acrylic acid to acrylamide, mole percent of 2-hydroxypropyl acrylate and molecular size were varied by controlling the reaction parameters. Six representative samples of the terpolymer were prepared with the compositions of the various terpolymers being estimated based upon their total nitrogen content. In the reaction, ammonium persulfate was util... The product is C1(=CC=CC=C1)C1C2=C(N=C3N1CCS3)C(CSC2)=CC2=CC=CC=C2 (2,3,8,9-Tetrahydro-5-phenyl-9-(phenylmethylene)-5H,6H-thiazolo[3,2-a]thiopyrano[4,3-d]pyrimidine). The reactants are S1C(=NCC1)NC1(C(CSCC1=CC1=CC=CC=C1)=CC1=CC=CC=C1)O (4-[(4,5-dihydro-2-thiazolyl)amino]tetrahydro-3,5-bis(phenylmethylene)-2H-thiopyran-4-ol), solution. Reagents/catalysts: Cl[Ti](Cl)(Cl)Cl (TiCl4). As a reaction SMILES: [S:1]1[CH2:5][CH2:4][N:3]=[C:2]1[NH:6][C:7]1(O)[C:12](=[CH:13][C:14]2[CH:19]=[CH:18][CH:17]=[CH:16][CH:15]=2)[CH2:11][S:10][CH2:9][C:8]1=[CH:20][C:21]1[CH:26]=[CH:25][CH:24]=[CH:23][CH:22]=1>C1(C)C=CC=CC=1.Cl[Ti](Cl)(Cl)Cl>[C:21]1([CH:20]2[N:3]3[CH2:4][CH2:5][S:1][C:2]3=[N:6][C:7]3[C:12](=[CH:13][C:14]4[CH:19]=[CH:18][CH:17]=[CH:16][CH:15]=4)[CH2:11][S:10][CH2:9][C:8]2=3)[CH:26]=[CH:25][CH:24]=[CH:23][CH:22]=1. Run in C1(=CC=CC=C1)C (toluene), C1(=CC=CC=C1)C (toluene). Procedure details: A slurry of the 4-[(4,5-dihydro-2-thiazolyl)amino]tetrahydro-3,5-bis(phenylmethylene)-2H-thiopyran-4-ol (2.0 g, 5.1 mmole) from part A in 20 ml dry toluene under nitrogen at room temperature is treated with 12 ml of a solution of TiCl4 in toluene (1.29 g, TiCl4 in 25 ml). The resulting mixture is heated at reflux temperature for 2 hours. Upon cooling, the solid mass is pulverized and collected by filtration. The solids are partitioned between CHCl3 and aqueous NaHCO3. The aqueous layer is extrac... Isolated yield 78.1%. The reactants are BrCC1=C(C=CC(=C1)Cl)OCC1=CC=CC=C1 (2-(Bromomethyl)-4-chloro-1-[(phenylmethyl)oxy]benzene), C([O-])([O-])=O.[K+].[K+] (Potassium carbonate), [I-].[Na+] (sodium iodide), [N+](=O)([O-])C1=NNC=C1 (3-Nitro-1H-pyrazole). The solvent is CN(C)C=O (DMF). Reaction conditions: time 30 minute. Yields the product ClC=1C=CC(=C(C1)CN1N=C(C=C1)[N+](=O)[O-])OCC1=CC=CC=C1 (1-({5-Chloro-2-[(phenylmethyl)oxy]phenyl}methyl)-3-nitro-1H-pyrazole). Isolated yield 65.2%. RXN SMILES: [N+:1]([C:4]1[CH:8]=[CH:7][NH:6][N:5]=1)([O-:3])=[O:2].C(=O)([O-])[O-].[K+].[K+].[I-].[Na+].Br[CH2:18][C:19]1[CH:24]=[C:23]([Cl:25])[CH:22]=[CH:21][C:20]=1[O:26][CH2:27][C:28]1[CH:33]=[CH:32][CH:31]=[CH:30][CH:29]=1>CN(C=O)C>[Cl:25][C:23]1[CH:22]=[CH:21][C:20]([O:26][CH2:27][C:28]2[CH:29]=[CH:30][CH:31]=[CH:32][CH:33]=2)=[C:19]([CH2:18][N:6]2[CH:7]=[CH:8][C:4]([N+:1]([O-:3])=[O:2])=[N:5]2)[CH:24]=1 |f:1.2.3,4.5|. Procedure details: 3-Nitro-1H-pyrazole (Fluorochem) (0.505 g, 4.47 mmol) was dissolved in DMF (10 ml). Potassium carbonate (0.973 g, 7.04 mmol) and sodium iodide (75 mg, 0.50 mmol) were added. 2-(Bromomethyl)-4-chloro-1-[(phenylmethyl)oxy]benzene (WO2006066968) (1.33 g, 4.25 mmol) was added and washed in with further DMF (10 ml). The reaction was stirred at room temperature for 30 min, then concentrated in vacuo. The crude material was treated with water (150 ml). The aqueous mixture was extracted with EtOAc (3×15... Reactants: C(C#C)N (propargylamine), [OH-].[Na+] (Sodium hydroxide), ClC=1C=C(C=CC1)S(=O)(=O)Cl (3-chlorobenzenesulfonyl chloride). The solvent is O (water). Conditions: time 3 hour. Product: C(C#C)NS(=O)(=O)C1=CC(=CC=C1)Cl (N-propargyl-3-chlorobenzenesulfonamide). Isolated yield 95.8%. RXN SMILES: [OH-].[Na+].[CH2:3]([NH2:6])[C:4]#[CH:5].[Cl:7][C:8]1[CH:9]=[C:10]([S:14](Cl)(=[O:16])=[O:15])[CH:11]=[CH:12][CH:13]=1>O>[CH2:3]([NH:6][S:14]([C:10]1[CH:11]=[CH:12][CH:13]=[C:8]([Cl:7])[CH:9]=1)(=[O:16])=[O:15])[C:4]#[CH:5] |f:0.1|. Reported procedure: Sodium hydroxide (0.60 g, 15 mmol) was dissolved in 10 ml of water and this solution was added to 0.66 g of propargylamine (12 mmol). Under ice-cooling, 2.11 g of 3-chlorobenzenesulfonyl chloride (10 mmol) was added dropwise to the mixture. The reaction temperature was raised again to room temperature and the mixture was stirred for 3 hours. The reaction mixture was extracted with ethyl acetate, dried over anhydrous magnesium sulfate, and concentrated to obtain N-propargyl-3-chlorobenzenesulfona... Reactants: CCOC(=O)Cc1cn(CCc2ccc(OCc3ccccc3)cc2)nc1-c1ccccc1, CCO, Cl, [Na+], C1CCOC1, [OH-]. Product: O=C(O)Cc1cn(CCc2ccc(OCc3ccccc3)cc2)nc1-c1ccccc1. As a reaction SMILES: [CH2:1]([c:2]1[cH:3][cH:4][cH:5][cH:6][cH:7]1)[O:8][c:9]1[cH:10][cH:11][c:12]([CH2:15][CH2:16][n:17]2[n:18][c:19](-[c:28]3[cH:29][cH:30][cH:31][cH:32][cH:33]3)[c:20]([CH2:22][C:23](=[O:24])[O:25][CH2:26][CH3:27])[cH:21]2)[cH:13][cH:14]1.[CH3:36][CH2:37][OH:38].[ClH:39].[Na+:35].[O:40]1[CH2:41][CH2:42][CH2:43][CH2:44]1.[OH-:34]>>[CH2:1]([c:2]1[cH:3][cH:4][cH:5][cH:6][cH:7]1)[O:8][c:9]1[cH:10][cH:11][c:12]([CH2:15][CH2:16][n:17]2[n:18][c:19](-[c:28]3[cH:29][cH:30][cH:31][cH:32][cH:33]3)[c:20]([CH2:22][C:23](=[O:24])[OH:25])[cH:21]2)[cH:13][cH:14]1. The reactants are CN(C)C=NC(=S)NCC1CCN(C(=O)OC(C)(C)C)CC1, CC(C)(C)OC(=O)N1CCCC1CN. Product: CN(C)C=NC(=S)NCC1CCCN1C(=O)OC(C)(C)C. Reaction SMILES: [C:15]([O:16][C:17]([N:18]1[CH2:19][CH2:20][CH:21]([CH2:22][NH:23][C:30](=[S:31])[N:32]=[CH:33][N:34]([CH3:35])[CH3:36])[CH2:24][CH2:25]1)=[O:26])([CH3:27])([CH3:28])[CH3:29].[CH3:1][C:2]([CH3:3])([CH3:4])[O:5][C:6](=[O:7])[N:8]1[CH:9]([CH2:13][NH2:14])[CH2:10][CH2:11][CH2:12]1>>[CH3:1][C:2]([CH3:3])([CH3:4])[O:5][C:6](=[O:7])[N:8]1[CH:9]([CH2:13][NH:14][C:30](=[S:31])[N:32]=[CH:33][N:34]([CH3:35])[CH3:36])[CH2:10][CH2:11][CH2:12]1. Reactants: OC1=C(C=C(C=C1)C)CCO (2-(2-hydroxy-5-methylphenyl)ethanol), [H-].[Na+] (sodium hydride), CN(C)C=O (DMF), CC(C)(C)N1C(OC(C1)COS(=O)(=O)C=1C(=CC=CC1)C)C1=CC=CC=C1 (3-(1,1-dimethylethyl)-2-phenyl-5-(toluenesulfonyloxymethyl)oxazolidine), C(C)(C)(C)N1[C@@H](OC(C1)CO)C1=CC=CC=C1 ((S)-3-tert-butyl-5-hydroxymethyl-2-phenyloxazolidine), p-tosylchloride, [H][H] (hydrogen). The solvent is O (water). Run at temperature 60 celsius. The product is CC=1C=C(C(=C(C1)CCO)C1=CC=CC=C1)OCC1CNC(O1)C(C)(C)C (5-methyl-2-(2-phenyl-3-(2-(1,1-dimethylethyl)oxazolidin-5-yl-methoxy)phenyl]ethanol). RXN SMILES: O[C:2]1[CH:7]=[CH:6][C:5]([CH3:8])=[CH:4][C:3]=1[CH2:9][CH2:10][OH:11].[H-].[Na+].[H][H].CC([N:20]1[CH2:24][CH:23]([CH2:25][O:26]S(C2C(C)=CC=CC=2)(=O)=O)[O:22][CH:21]1[C:37]1[CH:42]=CC=C[CH:38]=1)(C)C.C(N1CC(CO)O[C@H]1[C:54]1[CH:59]=[CH:58][CH:57]=[CH:56][CH:55]=1)(C)(C)C.[CH3:60]N(C=O)C>O>[CH3:8][C:5]1[CH:6]=[C:7]([O:26][CH2:25][CH:23]2[O:22][CH:21]([C:37]([CH3:38])([CH3:42])[CH3:60])[NH:20][CH2:24]2)[C:2]([C:54]2[CH:59]=[CH:58][CH:57]=[CH:56][CH:55]=2)=[C:3]([CH2:9][CH2:10][OH:11])[CH:4]=1 |f:1.2|. Procedure details: To a stirred solution of 7.3 g (0.048 mol) of 2-(2-hydroxy-5-methylphenyl)ethanol in 30 ml of dry DMF was added 1.91 g (0.048 mol) of sodium hydride (60% in mineral oil). The mixture was stirred at room temperature until hydrogen evolution ceased, and the solution was heated at 60° C. for 30 minutes to insure complete reaction. The solution was cooled to room temperature, and to this solution was added 18.29 g of 3-(1,1-dimethylethyl)-2-phenyl-5-(toluenesulfonyloxymethyl)oxazolidine prepared by ...